This data is from the Open Reaction Database (ORD), a public repository of structured organic reaction records. The task is: describe an organic reaction: reactants, conditions, products, and yield Reactants: CCS, C[O-], CO, CCn1c(C(C)(O)CCl)nc2cc(Cl)c(Cl)cc21, [Na+]. The product is CCSCC(C)(O)c1nc2cc(Cl)c(Cl)cc2n1CC. RXN SMILES: [CH2:19]([CH3:20])[SH:21].[CH3:22][O-:23].[CH3:25][OH:26].[Cl:1][CH2:2][C:3]([CH3:4])([OH:5])[c:6]1[n:7][c:8]2[c:9]([n:10]1[CH2:11][CH3:12])[cH:13][c:14]([Cl:18])[c:15]([Cl:17])[cH:16]2.[Na+:24]>>[CH2:2]([C:3]([CH3:4])([OH:5])[c:6]1[n:7][c:8]2[c:9]([n:10]1[CH2:11][CH3:12])[cH:13][c:14]([Cl:18])[c:15]([Cl:17])[cH:16]2)[S:21][CH2:19][CH3:20]. Starting materials: NSOOC1=CC=C(C=C1)N1N=C(C=2CCC3=C(C12)C=C(C=C3)[N+](=O)[O-])C(=O)OCC (Ethyl 1-{4-[(aminothio)peroxy]phenyl}-8-nitro-4,5-dihydro-1H-benzo[g]indazole-3-carboxylate), NS(=O)(=O)NC=1C=C(C=CC1)NN (3-(aminosulfonamido)-phenylhydrazine). The product is NS(=O)(=O)C=1C=C(C=CC1)N1N=C(C=2CCC3=C(C12)C=C(C=C3)[N+](=O)[O-])C(=O)OCC (Ethyl 1-[3-(aminosulfonyl)phenyl]-8-nitro-4,5-dihydro-1H-benzo[g]indazole-3-carboxylate). RXN SMILES: NSOO[C:5]1[CH:10]=[CH:9][C:8]([N:11]2[C:19]3[C:18]4[CH:20]=[C:21]([N+:24]([O-:26])=[O:25])[CH:22]=[CH:23][C:17]=4[CH2:16][CH2:15][C:14]=3[C:13]([C:27]([O:29][CH2:30][CH3:31])=[O:28])=[N:12]2)=[CH:7][CH:6]=1.[NH2:32][S:33](NC1C=C(NN)C=CC=1)(=[O:35])=[O:34]>>[NH2:32][S:33]([C:10]1[CH:9]=[C:8]([N:11]2[C:19]3[C:18]4[CH:20]=[C:21]([N+:24]([O-:26])=[O:25])[CH:22]=[CH:23][C:17]=4[CH2:16][CH2:15][C:14]=3[C:13]([C:27]([O:29][CH2:30][CH3:31])=[O:28])=[N:12]2)[CH:7]=[CH:6][CH:5]=1)(=[O:35])=[O:34]. Procedure details: This compound was prepared using the same procedures for Ethyl 1-{4-[(aminothio)peroxy]phenyl}-8-nitro-4,5-dihydro-1H-benzo[g]indazole-3-carboxylate of Example 2, where 3-(aminosulfonamido)-phenylhydrazine was used in place of 4-(aminosulfonamido)-phenylhydrazine. Its structure was confirmed by 1H NMR and MS (443, M+1). C20H18N4O6S, Calc.: C: 54.29; H: 4.10; N: 12.66; Found, C: 54.27; H: 4.09; N: 12.55. The reactants are COC1=C(C=CC=C1)C1=CN(C2=NC=C(C=C21)C=2C=C(C=CC2)C2(C(NC(N2)=O)=O)C)S(=O)(=O)C2=CC=C(C=C2)C (5-{3-[3-(2-methoxy-phenyl)-1-(toluene-4-sulfonyl)-1H-pyrrolo[2,3-b]pyridin-5-yl]-phenyl}-5-methyl-imidazolidine-2,4-dione), [OH-].[K+] (potassium hydroxide). The solvent is CO (methanol). Run at time 1 hour. Yields the product COC1=C(C=CC=C1)C1=CNC2=NC=C(C=C21)C=2C=C(C=CC2)C2(C(NC(N2)=O)=O)C (5-{3-[3-(2-methoxy-phenyl)-1H-pyrrolo[2,3-b]pyridin-5-yl]-phenyl}-5-methyl-imidazolidine-2,4-dione). The yield is 50.9%. Reaction SMILES: [CH3:1][O:2][C:3]1[CH:8]=[CH:7][CH:6]=[CH:5][C:4]=1[C:9]1[C:17]2[C:12](=[N:13][CH:14]=[C:15]([C:18]3[CH:19]=[C:20]([C:24]4([CH3:31])[NH:28][C:27](=[O:29])[NH:26][C:25]4=[O:30])[CH:21]=[CH:22][CH:23]=3)[CH:16]=2)[N:11](S(C2C=CC(C)=CC=2)(=O)=O)[CH:10]=1.[OH-].[K+]>CO>[CH3:1][O:2][C:3]1[CH:8]=[CH:7][CH:6]=[CH:5][C:4]=1[C:9]1[C:17]2[C:12](=[N:13][CH:14]=[C:15]([C:18]3[CH:19]=[C:20]([C:24]4([CH3:31])[NH:28][C:27](=[O:29])[NH:26][C:25]4=[O:30])[CH:21]=[CH:22][CH:23]=3)[CH:16]=2)[NH:11][CH:10]=1 |f:1.2|. Procedure: To a solution of 5-{3-[3-(2-methoxy-phenyl)-1-(toluene-4-sulfonyl)-1H-pyrrolo[2,3-b]pyridin-5-yl]-phenyl}-5-methyl-imidazolidine-2,4-dione (57 mg, 0.1 mmol) in methanol (2 mL) was added potassium hydroxide (50% w/v in water, 0.4 mL) and the resulting mixture was stirred at room temperature for 1 hour. The reaction solution was purified directly by mass-triggered reverse-phase HPLC to afford 5-{3-[3-(2-methoxy-phenyl)-1H-pyrrolo[2,3-b]pyridin-5-yl]-phenyl}-5-methyl-imidazolidine-2,4-dione as a wh... The reactants are C(C)(=O)O[BH-](OC(C)=O)OC(C)=O.[Na+] (sodium triacetoxyborohydride), C(C)=O (acetaldehyde), COC=1C=C2C(=CNC2=CC1)CCNCC1=CC(=CC=C1)OC1=CC=CC=C1 (N-(2-(5-methoxy-1H-indol-3-yl)ethyl)-3-phenyoxybenzylamine), O.C(C)#N (water acetonitrile). Run in C(C)(=O)O (acetic acid), CO (methanol), ClCCl (dichloromethane), ClCCl (dichloromethane). Run at time 44 hour. Yields the product COC=1C=C2C(=CN(C2=CC1)CC)CCN(CC)CC1=CC(=CC=C1)OC1=CC=CC=C1 (N-(2-(5-Methoxy-1-ethyl-1H-indol-3-yl)ethyl)-N-ethyl-3-phenyoxybenzylamine). As a reaction SMILES: [CH:1](=O)[CH3:2].[CH3:4][O:5][C:6]1[CH:7]=[C:8]2[C:12](=[CH:13][CH:14]=1)[NH:11][CH:10]=[C:9]2[CH2:15][CH2:16][NH:17][CH2:18][C:19]1[CH:24]=[CH:23][CH:22]=[C:21]([O:25][C:26]2[CH:31]=[CH:30][CH:29]=[CH:28][CH:27]=2)[CH:20]=1.[C:32](O[BH-](OC(=O)C)OC(=O)C)(=O)[CH3:33].[Na+].O.C(#N)C>ClCCl.C(O)(=O)C.CO>[CH3:4][O:5][C:6]1[CH:7]=[C:8]2[C:12](=[CH:13][CH:14]=1)[N:11]([CH2:32][CH3:33])[CH:10]=[C:9]2[CH2:15][CH2:16][N:17]([CH2:18][C:19]1[CH:24]=[CH:23][CH:22]=[C:21]([O:25][C:26]2[CH:31]=[CH:30][CH:29]=[CH:28][CH:27]=2)[CH:20]=1)[CH2:1][CH3:2] |f:2.3,4.5|. Procedure: Add acetaldehyde (0.080 mL; 0.77 mmol) to a solution of N-(2-(5-methoxy-1H-indol-3-yl)ethyl)-3-phenyoxybenzylamine (free base, 55.5 mg, 0.149 mmol) in dichloromethane (1 mL) followed by a suspension of sodium triacetoxyborohydride (64 mg; 0.30 mmol) in dichloromethane (1 mL). After 44 hours, quench by the addition of methanol (0.5 mL) and concentrate in a stream of nitrogen to give a residue. Dissolve the residue in 4 mL of 5% acetic acid in methanol and partially purify by passage through a 1 g... Reactants: C1(=CC=CC=C1)NC(NN=C(C1=C(N=CC=C1)C(C)=O)O)=O (2-acetylnicotinic acid 4-phenylsemicarbazone), C1(=CC=CC=C1)NC(NN=C(C1=C(N=CC=C1)C(C)=O)O)=O (2-acetylnicotinic acid 4-phenylsemicarbazone), [N+](=[N-])=C (diazomethane). Run in CO (methanol). The product is C1(=CC=CC=C1)NC(NN=C(C1=C(N=CC=C1)C(C)=O)OC)=O (methyl 2-acetylnicotinate 4-phenylsemicarbazone), compound 53. RXN SMILES: [C:1]1([NH:7][C:8](=[O:22])[NH:9][N:10]=[C:11]([OH:21])[C:12]2[CH:17]=[CH:16][CH:15]=[N:14][C:13]=2[C:18](=[O:20])[CH3:19])[CH:6]=[CH:5][CH:4]=[CH:3][CH:2]=1.[N+](=[CH2:25])=[N-]>CO>[C:1]1([NH:7][C:8](=[O:22])[NH:9][N:10]=[C:11]([O:21][CH3:25])[C:12]2[CH:17]=[CH:16][CH:15]=[N:14][C:13]=2[C:18](=[O:20])[CH3:19])[CH:6]=[CH:5][CH:4]=[CH:3][CH:2]=1. Procedure details: A suspension of 2-acetylnicotinic acid 4-phenylsemicarbazone (compound 1) (0.50 g) in 20 ml of methanol is treated with diazomethane until the yellow color of the solution persists. The solvent is removed in vacuo to give methyl 2-acetylnicotinate 4-phenylsemicarbazone, m.p. 177°-178° (compound 53, Table C). As a reaction SMILES: [CH3:1][O:2][C:3](=[O:4])[c:5]1[n:6]([CH2:18][c:19]2[cH:20][cH:21][c:22]([F:25])[cH:23][cH:24]2)[c:7]2[cH:8][cH:9][c:10]([S:14](=[O:15])(=[O:16])[CH3:17])[cH:11][c:12]2[cH:13]1.[CH3:34][OH:35].[ClH:33].[Na+:32].[O:26]1[CH2:27][CH2:28][CH2:29][CH2:30]1.[OH-:31]>>[O:2]=[C:3]([OH:4])[c:5]1[n:6]([CH2:18][c:19]2[cH:20][cH:21][c:22]([F:25])[cH:23][cH:24]2)[c:7]2[cH:8][cH:9][c:10]([S:14](=[O:15])(=[O:16])[CH3:17])[cH:11][c:12]2[cH:13]1. Yields the product CS(=O)(=O)c1ccc2c(c1)cc(C(=O)O)n2Cc1ccc(F)cc1. Reactants: COC(=O)c1cc2cc(S(C)(=O)=O)ccc2n1Cc1ccc(F)cc1, CO, Cl, [Na+], C1CCOC1, [OH-]. The reactants are BrCCCC(Br)c1ccc(Br)cc1, CS(C)=O, CN1CC(=O)N(c2cc(Cl)cc(Cl)c2)C1=O, [K+], [OH-], O. Yields the product CN1C(=O)N(c2cc(Cl)cc(Cl)c2)C(=O)C12CCCC2c1ccc(Br)cc1. RXN SMILES: [Br:3][c:4]1[cH:5][cH:6][c:7]([CH:10]([CH2:11][CH2:12][CH2:13][Br:15])[Br:14])[cH:8][cH:9]1.[CH3:33][S:34]([CH3:35])=[O:36].[Cl:16][c:17]1[cH:18][c:19]([N:24]2[C:25](=[O:31])[N:26]([CH3:30])[CH2:27][C:28]2=[O:29])[cH:20][c:21]([Cl:23])[cH:22]1.[K+:2].[OH-:1].[OH2:32]>>[Br:3][c:4]1[cH:5][cH:6][c:7]([CH:10]2[CH2:11][CH2:12][CH2:13][C:27]23[N:26]([CH3:30])[C:25](=[O:31])[N:24]([c:19]2[cH:18][c:17]([Cl:16])[cH:22][c:21]([Cl:23])[cH:20]2)[C:28]3=[O:29])[cH:8][cH:9]1. Starting materials: C1(CCCCC1)C=O (cyclohexanecarbaldehyde), BrC=1C=C(C[Mg]Br)C=CC1 (3-bromobenzyl magnesium bromide). Product: BrC=1C=C(C=CC1)CC(O)C1CCCCC1 (2-(3-bromophenyl)-1-cyclohexylethanol). RXN SMILES: [CH:1]1([CH:7]=[O:8])[CH2:6][CH2:5][CH2:4][CH2:3][CH2:2]1.[Br:9][C:10]1[CH:11]=[C:12]([CH:16]=[CH:17][CH:18]=1)[CH2:13][Mg]Br>>[Br:9][C:10]1[CH:11]=[C:12]([CH2:13][CH:7]([CH:1]2[CH2:6][CH2:5][CH2:4][CH2:3][CH2:2]2)[OH:8])[CH:16]=[CH:17][CH:18]=1. Reported procedure: Grignard reaction between cyclohexanecarbaldehyde and 3-bromobenzyl magnesium bromide (0.25M in ether) gave 2-(3-bromophenyl)-1-cyclohexylethanol as a white solid. Yield (1.62 g, 23%): 1H NMR (400 MHz, DMSO-d6) δ 7.39 (d, J=0.8 Hz, 1H), 7.34-7.31 (m, 1H), 7.20-7.17 (m, 2H), 4.37 (d, J=6.0 Hz, 1H), 3.38-3.32 (m, 1H), 2.69 (dd, J=13.6, 3.6 Hz, 1H), 2.51-2.45 (dd, obs., 1H), 1.78-1.60 (m, 5H), 1.24-0.94 (m, 6H). Reactants: FC1=C(C=CC(=C1NCC1=C(C(=CC(=C1)C1=CC(=CC=C1)F)C)C)F)O (2,4-difluoro-3-[[5-(3-fluorophenyl)-2,3-dimethyl-phenyl]methylamino]phenol), C(=O)([O-])[O-].[Cs+].[Cs+] (Cs2CO3), BrCC(=O)OCC (ethyl 2-bromoacetate). The solvent is O (water), CN(C)C=O (DMF). Run at time 30 minute. The product is FC1=C(OCC(=O)OCC)C=CC(=C1NCC1=C(C(=CC(=C1)C1=CC(=CC=C1)F)C)C)F (Ethyl 2-[2,4-difluoro-3-[[5-(3-fluorophenyl)-2,3-dimethyl-phenyl]methylamino]phenoxy]acetate). Yield: 71.2%. RXN SMILES: [F:1][C:2]1[C:7]([NH:8][CH2:9][C:10]2[CH:15]=[C:14]([C:16]3[CH:21]=[CH:20][CH:19]=[C:18]([F:22])[CH:17]=3)[CH:13]=[C:12]([CH3:23])[C:11]=2[CH3:24])=[C:6]([F:25])[CH:5]=[CH:4][C:3]=1[OH:26].C([O-])([O-])=O.[Cs+].[Cs+].Br[CH2:34][C:35]([O:37][CH2:38][CH3:39])=[O:36]>CN(C=O)C.O>[F:1][C:2]1[C:7]([NH:8][CH2:9][C:10]2[CH:15]=[C:14]([C:16]3[CH:21]=[CH:20][CH:19]=[C:18]([F:22])[CH:17]=3)[CH:13]=[C:12]([CH3:23])[C:11]=2[CH3:24])=[C:6]([F:25])[CH:5]=[CH:4][C:3]=1[O:26][CH2:34][C:35]([O:37][CH2:38][CH3:39])=[O:36] |f:1.2.3|. Procedure details: To a stirred solution of 2,4-difluoro-3-[[5-(3-fluorophenyl)-2,3-dimethyl-phenyl]methylamino]phenol (137 mg, 0.38 mmol, 1.0 eq) in DMF (10 mL) was added Cs2CO3 (170 mg, 0.5 mmol, 1.4 eq). The resulting mixture was stirred for 30 min at room temperature, then ethyl 2-bromoacetate (77 mg, 0.46 mmol, 1.2 eq) was added. The mixture was stirred at room temperature for 2.5 h and then diluted in water and extracted with EtOAc. The combined organic extracts were washed with water and brine, dried (Na2SO... Reactants: [OH-].[K+] (potassium hydroxide), CC1=NC=CC=C1OC=1C(=NC=C(C1)C(F)(F)F)NC1=NC(=NS1)C1CC2CCC(C1)N2C(=O)OCC (Ethyl 3-(5-(3-(2-methylpyridin-3-yloxy)-5-(trifluoromethyl)pyridin-2-ylamino)-1,2,4-thiadiazol-3-yl)-8-azabicyclo[3.2.1]octane-8-carboxylate), [OH-].[K+] (KOH). The reagents and catalysts are O (Water). The solvent is CC(C)O (iPrOH). Yields the product C12CC(CC(CC1)N2)C2=NSC(=N2)NC2=NC=C(C=C2OC=2C(=NC=CC2)C)C(F)(F)F (3-(8-azabicyclo[3.2.1]octan-3-yl)-N-(3-(2-methylpyridin-3-yloxy)-5-(trifluoromethyl)pyridin-2-yl)-1,2,4-thiadiazol-5-amine). Yield: 74.8%. As a reaction SMILES: [CH3:1][C:2]1[C:7]([O:8][C:9]2[C:10]([NH:19][C:20]3[S:24][N:23]=[C:22]([CH:25]4[CH2:31][CH:30]5[N:32](C(OCC)=O)[CH:27]([CH2:28][CH2:29]5)[CH2:26]4)[N:21]=3)=[N:11][CH:12]=[C:13]([C:15]([F:18])([F:17])[F:16])[CH:14]=2)=[CH:6][CH:5]=[CH:4][N:3]=1.[OH-].[K+]>CC(O)C.O>[CH:30]12[NH:32][CH:27]([CH2:28][CH2:29]1)[CH2:26][CH:25]([C:22]1[N:21]=[C:20]([NH:19][C:10]3[C:9]([O:8][C:7]4[C:2]([CH3:1])=[N:3][CH:4]=[CH:5][CH:6]=4)=[CH:14][C:13]([C:15]([F:16])([F:17])[F:18])=[CH:12][N:11]=3)[S:24][N:23]=1)[CH2:31]2 |f:1.2|. Procedure: Ethyl 3-(5-(3-(2-methylpyridin-3-yloxy)-5-(trifluoromethyl)pyridin-2-ylamino)-1,2,4-thiadiazol-3-yl)-8-azabicyclo[3.2.1]octane-8-carboxylate (69.5 mg, 0.130 mmol) was dissolved in iPrOH (5 mL) and potassium hydroxide (72.9 mg, 1.30 mmol) was added. The reaction was heated to reflux for 3 days. More KOH (72.9 mg, 1.30 mmol) was added and the reaction was heated for another 2 days. Water (˜10 drops) was added and the reaction was heated for 1 week. The solution was partitioned between saturated aq...